Dataset: the Open Reaction Database (ORD), a public repository of structured organic reaction records. Task: describe an organic reaction: reactants, conditions, products, and yield Product: Br.OC=1C=C2CCNCC2=CC1 (6-Hydroxy-1,2,3,4-tetrahydroisoquinoline Hydrobromide). Reported procedure: 6-Methoxy-1,2,3,4-tetrahydroisoquinoline (2.89 g) was dissolved in 48% aqueous hydrogen bromide solution (70 ml) and the mixture was refluxed for 2 hours. The solvent was evaporated and to the obtained residue were added ethanol and diethyl ether. The mixture was filtrated and dried under reduced pressure to give the title compound (3.93 g). Starting materials: COC=1C=C2CCNCC2=CC1 (6-Methoxy-1,2,3,4-tetrahydroisoquinoline), Br (hydrogen bromide). RXN SMILES: C[O:2][C:3]1[CH:4]=[C:5]2[C:10](=[CH:11][CH:12]=1)[CH2:9][NH:8][CH2:7][CH2:6]2.[BrH:13]>>[BrH:13].[OH:2][C:3]1[CH:4]=[C:5]2[C:10](=[CH:11][CH:12]=1)[CH2:9][NH:8][CH2:7][CH2:6]2 |f:2.3|. Starting materials: ClC1=NC=C(C=C1)[N+](=O)[O-] (2-chloro-5-nitropyridine), C(C)(C)(C)C=1C=C(C=CC1)O (3-tert-butylphenol), C(=O)([O-])[O-].[K+].[K+] (K2CO3). Run in CS(=O)C (DMSO). Run at time 70 hour. Yields the product C(C)(C)(C)C=1C=C(OC2=NC=C(C=C2)[N+](=O)[O-])C=CC1 (2-(3-(tert-butyl)phenoxy)-5-nitropyridine). Yield: 99.5%. As a reaction SMILES: Cl[C:2]1[CH:7]=[CH:6][C:5]([N+:8]([O-:10])=[O:9])=[CH:4][N:3]=1.[C:11]([C:15]1[CH:16]=[C:17]([OH:21])[CH:18]=[CH:19][CH:20]=1)([CH3:14])([CH3:13])[CH3:12].C([O-])([O-])=O.[K+].[K+]>CS(C)=O>[C:11]([C:15]1[CH:16]=[C:17]([CH:18]=[CH:19][CH:20]=1)[O:21][C:2]1[CH:7]=[CH:6][C:5]([N+:8]([O-:10])=[O:9])=[CH:4][N:3]=1)([CH3:14])([CH3:12])[CH3:13] |f:2.3.4|. Procedure: Following procedure A, 2-chloro-5-nitropyridine (300 mg, 1.89 mmol, 1.00 eq) and 3-tert-butylphenol (358 mg, 2.38 mmol, 1.26 eq) were dissolved in DMSO (6 mL). Anhydrous K2CO3 (420 mg, 3.04 mmol, 1.60 eq) was added and the reaction mixture was stirred at room temperature for 70 h. After extraction with Et2O, the crude product was purified by flash column chromatography (SiO2; EtOAc/petrolether 1:100) to afford the title compound as colourless solid (512 mg, 1.88 mmol, 99% yield). Rf=0.37 (EtOAc/... Starting materials: product, FC=1C(=C(C(=O)NOCCO)C=CC1F)NC1=C(C=C(C=C1)C#CC(C)(C)O)F (3,4-difluoro-2-[2-fluoro-4-(3-hydroxy-3-methyl-1-butynyl)anilino]-N-(2-hydroxyethoxy)benzamide). The reagents and catalysts are [Pd] (Pd/C). Solvent: C(C)O (ethanol). The product is FC=1C(=C(C(=O)NOCCO)C=CC1F)NC1=C(C=C(C=C1)CCC(C)(C)O)F (3,4-difluoro-2-[2-fluoro-4-(3-hydroxy-3-methylbutyl)anilino]-N-(2-hydroxyethoxy)benzamide). Isolated yield 99.0%. RXN SMILES: [F:1][C:2]1[C:3]([NH:16][C:17]2[CH:22]=[CH:21][C:20]([C:23]#[C:24][C:25]([OH:28])([CH3:27])[CH3:26])=[CH:19][C:18]=2[F:29])=[C:4]([CH:12]=[CH:13][C:14]=1[F:15])[C:5]([NH:7][O:8][CH2:9][CH2:10][OH:11])=[O:6]>C(O)C.[Pd]>[F:1][C:2]1[C:3]([NH:16][C:17]2[CH:22]=[CH:21][C:20]([CH2:23][CH2:24][C:25]([OH:28])([CH3:27])[CH3:26])=[CH:19][C:18]=2[F:29])=[C:4]([CH:12]=[CH:13][C:14]=1[F:15])[C:5]([NH:7][O:8][CH2:9][CH2:10][OH:11])=[O:6]. Procedure details: The product of Example 12, 3,4-difluoro-2-[2-fluoro-4-(3-hydroxy-3-methyl-1-butynyl)anilino]-N-(2-hydroxyethoxy)benzamide was hydrogenated in absolute ethanol in the presence of 5% Pd/C by the general procedure of Example 1, Step D. The resulting crude solid was purified by filtration through a plug of silica (MeOH as eluant) to give 3,4-difluoro-2-[2-fluoro-4-(3-hydroxy-3-methylbutyl)anilino]-N-(2-hydroxyethoxy)benzamide (99%) as a cream foam (hygroscopic). 1H NMR [400 MHz, (CD3)2SO] δ 10.09 (b... The reactants are C1CCOC1, Cc1ccc(-c2cc(CCN=[N+]=[N-])nc(Cc3ccccc3)n2)cc1, O, c1ccc(P(c2ccccc2)c2ccccc2)cc1. Yields the product Cc1ccc(-c2cc(CCN)nc(Cc3ccccc3)n2)cc1. RXN SMILES: [CH2:45]1[O:46][CH2:47][CH2:48][CH2:49]1.[N:1](=[N+:2]=[N-:3])[CH2:4][CH2:5][c:6]1[n:7][c:8]([CH2:19][c:20]2[cH:21][cH:22][cH:23][cH:24][cH:25]2)[n:9][c:10](-[c:12]2[cH:13][cH:14][c:15]([CH3:18])[cH:16][cH:17]2)[cH:11]1.[OH2:50].[c:26]1([P:27]([c:28]2[cH:29][cH:30][cH:31][cH:32][cH:33]2)[c:34]2[cH:35][cH:36][cH:37][cH:38][cH:39]2)[cH:40][cH:41][cH:42][cH:43][cH:44]1>>[NH2:1][CH2:4][CH2:5][c:6]1[n:7][c:8]([CH2:19][c:20]2[cH:21][cH:22][cH:23][cH:24][cH:25]2)[n:9][c:10](-[c:12]2[cH:13][cH:14][c:15]([CH3:18])[cH:16][cH:17]2)[cH:11]1. Reactants: ClCCl, O=S(Cl)Cl, OCCCCCCc1cnc2ccccc2c1. The product is ClCCCCCCc1cnc2ccccc2c1. RXN SMILES: [Cl:22][CH2:23][Cl:24].[S:18]([Cl:19])([Cl:20])=[O:21].[n:1]1[cH:2][c:3]([CH2:11][CH2:12][CH2:13][CH2:14][CH2:15][CH2:16][OH:17])[cH:4][c:5]2[cH:6][cH:7][cH:8][cH:9][c:10]12>>[n:1]1[cH:2][c:3]([CH2:11][CH2:12][CH2:13][CH2:14][CH2:15][CH2:16][Cl:20])[cH:4][c:5]2[cH:6][cH:7][cH:8][cH:9][c:10]12.